From a dataset of the Open Reaction Database (ORD), a public repository of structured organic reaction records. describe an organic reaction: reactants, conditions, products, and yield The reactants are C1(=CC=CC=C1)O (Phenol), [H-].[Na+] (sodium hydride), ClC1=NC(=CC=C1C=CC(=O)O)C(F)(F)F (3-(2-chloro-6-trifluoromethyl-pyridin-3-yl)-acrylic acid). Reaction conditions: time 10 minute. Isolated yield 18.0%. Reaction SMILES: [C:1]1([OH:7])[CH:6]=[CH:5][CH:4]=[CH:3][CH:2]=1.[H-].[Na+].Cl[C:11]1[C:16]([CH:17]=[CH:18][C:19]([OH:21])=[O:20])=[CH:15][CH:14]=[C:13]([C:22]([F:25])([F:24])[F:23])[N:12]=1>CN(C=O)C.CCOC(C)=O>[O:7]([C:11]1[C:16]([CH:17]=[CH:18][C:19]([OH:21])=[O:20])=[CH:15][CH:14]=[C:13]([C:22]([F:23])([F:25])[F:24])[N:12]=1)[C:1]1[CH:6]=[CH:5][CH:4]=[CH:3][CH:2]=1 |f:1.2|. The solvent is CCOC(=O)C (EtOAc), CN(C)C=O (DMF). Procedure: Phenol (57 mg, 0.60 mmol) and sodium hydride (32 mg, 0.8 mmol) were added in DMF (15 mL). The reaction mixture was stirred for 10 mins and then 3-(2-chloro-6-trifluoromethyl-pyridin-3-yl)-acrylic acid (70 mg, 0.27 mmol) was added into the reaction mixture. The reaction mixture was diluted with EtOAc, and washed with water and brine. The organic layer was dried over anhydrous MgSO4 and concentrated under reduced pressure. The resulting residue was purified by column chromatography (Hex EtOAc=1/1)... The product is O(C1=CC=CC=C1)C1=NC(=CC=C1C=CC(=O)O)C(F)(F)F (3-(2-Phenoxy-6-trifluoromethyl-pyridin-3-yl)-acrylic acid). Starting materials: ClC(Cl)Cl, Cl, COc1ccc2c(Cl)c(C(=O)Cl)sc2c1. Yields the product COc1ccc2c(Cl)c(C(=O)Cl)sc2c1Cl. RXN SMILES: [CH:17]([Cl:18])([Cl:19])[Cl:20].[Cl:1].[Cl:2][c:3]1[c:4]2[c:5]([s:6][c:7]1[C:8](=[O:9])[Cl:10])[cH:11][c:12]([O:15][CH3:16])[cH:13][cH:14]2>>[Cl:2][c:3]1[c:4]2[c:5]([s:6][c:7]1[C:8](=[O:9])[Cl:10])[c:11]([Cl:18])[c:12]([O:15][CH3:16])[cH:13][cH:14]2. Reactants: O=C1C=2C=CC(=CC2CCC1)OS(=O)(=O)C(F)(F)F (trifluoro-methanesulfonic acid 5-oxo-5,6,7,8-tetrahydro-naphthalen-2-yl ester), CC=1C=C(C=CC1)B(O)O (3-methylphenyl boronic acid). The product is CC=1C=C(C=CC1)C=1C=C2CCCC(C2=CC1)=O (6-(3-methylphenyl)-3,4-dihydronaphthalen-1(2H)-one). Reaction SMILES: [O:1]=[C:2]1[CH2:11][CH2:10][CH2:9][C:8]2[CH:7]=[C:6](OS(C(F)(F)F)(=O)=O)[CH:5]=[CH:4][C:3]1=2.[CH3:20][C:21]1[CH:22]=[C:23](B(O)O)[CH:24]=[CH:25][CH:26]=1>>[CH3:20][C:21]1[CH:26]=[C:25]([C:6]2[CH:7]=[C:8]3[C:3](=[CH:4][CH:5]=2)[C:2](=[O:1])[CH2:11][CH2:10][CH2:9]3)[CH:24]=[CH:23][CH:22]=1. Procedure: The title compound was prepared from trifluoro-methanesulfonic acid 5-oxo-5,6,7,8-tetrahydro-naphthalen-2-yl ester and 3-methylphenyl boronic acid according to the coupling procedure as described in example 6. MS (ESI) m/z 237. Run in CN(C=O)C (N,N-dimethylformamide). The yield is 5.3%. Reactants: N1=CC=CC=C1 (pyridine), O1CCC2(CC1)CNC1=CC=CC=C12 (1,2,2′,3′,5′,6′-hexahydrospiro[3H-indole-3,4′-[4H]pyran]), Cl.CN(CCCN=C=NCC)C (N-[3-(dimethylamino)propyl]-N′-ethylcarbodiimide hydrochloride), CN1C(=NC(=CC1=O)N1CCOCC1)CC(=O)[O-].[Na+] (sodium [1-methyl-4-(morpholin-4-yl)-6-oxo-1,6-dihydropyrimidin-2-yl]acetate). Conditions: time 16 hour. Reported procedure: 3.8 ml of pyridine, 378 mg of 1,2,2′,3′,5′,6′-hexahydrospiro[3H-indole-3,4′-[4H]pyran] and 575 mg of N-[3-(dimethylamino)propyl]-N′-ethylcarbodiimide hydrochloride are successively added to a solution of 770 mg of sodium [1-methyl-4-(morpholin-4-yl)-6-oxo-1,6-dihydropyrimidin-2-yl]acetate (example 4d, step 2d) in 11.3 ml of N,N-dimethylformamide. The reaction mixture is stirred at ambient temperature for 16 hours, and then concentrated under reduced pressure. The residue is taken up in 15 ml of ... Reaction SMILES: N1C=CC=CC=1.[O:7]1[CH2:12][CH2:11][C:10]2([C:20]3[C:15](=[CH:16][CH:17]=[CH:18][CH:19]=3)[NH:14][CH2:13]2)[CH2:9][CH2:8]1.Cl.CN(C)CCCN=C=NCC.[CH3:33][N:34]1[C:39](=[O:40])[CH:38]=[C:37]([N:41]2[CH2:46][CH2:45][O:44][CH2:43][CH2:42]2)[N:36]=[C:35]1[CH2:47][C:48]([O-])=[O:49].[Na+]>CN(C)C=O>[CH3:33][N:34]1[C:39](=[O:40])[CH:38]=[C:37]([N:41]2[CH2:46][CH2:45][O:44][CH2:43][CH2:42]2)[N:36]=[C:35]1[CH2:47][C:48](=[O:49])[N:14]1[C:15]2[C:20](=[CH:19][CH:18]=[CH:17][CH:16]=2)[C:10]2([CH2:11][CH2:12][O:7][CH2:8][CH2:9]2)[CH2:13]1 |f:2.3,4.5|. Product: CN1C(=NC(=CC1=O)N1CCOCC1)CC(N1CC2(CCOCC2)C2=CC=CC=C12)=O (3-methyl-6-(morpholin-4-yl)-2-[2-oxo-2-(2′,3′,5′,6′-tetrahydrospiro[indole-3,4′-pyran]-1(2H)-yl)ethyl]pyrimidin-4(3H)-one). The reactants are C=CCCC(C)NC(=O)OCc1ccccc1, C=CCBr, Cl, [H-], [Na+], CN(C)C=O, O. The product is C=CCCC(C)N(CC=C)C(=O)OCc1ccccc1. RXN SMILES: [CH2:1]([c:2]1[cH:3][cH:4][cH:5][cH:6][cH:7]1)[O:8][C:9]([NH:10][CH:11]([CH2:12][CH2:13][CH:14]=[CH2:15])[CH3:16])=[O:17].[CH2:20]([CH:21]=[CH2:22])[Br:23].[ClH:24].[H-:18].[Na+:19].[O:25]=[CH:26][N:27]([CH3:28])[CH3:29].[OH2:30]>>[CH2:1]([c:2]1[cH:3][cH:4][cH:5][cH:6][cH:7]1)[O:8][C:9]([N:10]([CH:11]([CH2:12][CH2:13][CH:14]=[CH2:15])[CH3:16])[CH2:22][CH:21]=[CH2:20])=[O:17]. Reactants: N1=CC(=CC=C1)C=CN1C(C2=CC=CC=C2C=C1)=O (2-(pyridin-3-yl)-vinyl-2H-isoquinolin-1-one). The reagents and catalysts are [Pd] (Pd/C). Run in CO.C1CCOC1 (methanol THF). Product: N1=CC(=CC=C1)CCC1=CNC(C2=CC=CC=C12)=O (4-[2-(pyridin-3-yl)-ethyl]-2H-isochinolin-1-one). Reaction SMILES: N1C=CC=C(C=C[N:9]2[CH:18]=[CH:17][C:16]3[C:11](=[CH:12][CH:13]=[CH:14][CH:15]=3)[C:10]2=[O:19])C=1>CO.C1COCC1.[Pd]>[N:9]1[CH:18]=[CH:17][CH:16]=[C:11]([CH2:12][CH2:13][C:17]2[C:16]3[C:11](=[CH:12][CH:13]=[CH:14][CH:15]=3)[C:10](=[O:19])[NH:9][CH:18]=2)[CH:10]=1 |f:1.2|. Reported procedure: 80 g (322 mmol) of an (E/Z) mixture of 4-[2-(pyridin-3-yl)-vinyl-2H-isoquinolin-1-one in 3100 ml of methanol/THF 1:1 are hydrogenated in the presence of 15.2 g of Pd/C (10%). Filtration and concentration by evaporation yield the crude product. Recrystallisation by dissolving in 650 ml of boiling ethanol, hot filtration, cooling and addition of 1 l of diethylether and 0.2 l of hexane yield colourless 4-[2-(pyridin-3-yl)-ethyl]-2H-isochinolin-1-one; m.p.187-188° C.